Dataset: the Open Reaction Database (ORD), a public repository of structured organic reaction records. Task: describe an organic reaction: reactants, conditions, products, and yield Starting materials: ClC1=NC(=CC=C1[N+](=O)[O-])OC (2-chloro-6-methoxy-3-nitropyridine), C1(=CC=CC=C1)NC(CCCCCCl)=O (6-chlorohexanoic acid phenylamide). The product is ClCCCCCC1=NC=2C(=NC(=CC2)OC)N1C1=CC=CC=C1 (2-(5-Chloro-pentyl)-5-methoxy-3-phenyl-3H-imidazo[4,5-b]pyridine). Yield: 57.0%. Reaction SMILES: Cl[C:2]1[C:7]([N+:8]([O-])=O)=[CH:6][CH:5]=[C:4]([O:11][CH3:12])[N:3]=1.[C:13]1([NH:19][C:20](=O)[CH2:21][CH2:22][CH2:23][CH2:24][CH2:25][Cl:26])[CH:18]=[CH:17][CH:16]=[CH:15][CH:14]=1>>[Cl:26][CH2:25][CH2:24][CH2:23][CH2:22][CH2:21][C:20]1[N:19]([C:13]2[CH:14]=[CH:15][CH:16]=[CH:17][CH:18]=2)[C:2]2=[N:3][C:4]([O:11][CH3:12])=[CH:5][CH:6]=[C:7]2[N:8]=1. Reported procedure: Method B applied to 2-chloro-6-methoxy-3-nitropyridine (94 mg, 0.5 mmol) and 6-chlorohexanoic acid phenylamide (113 mg, 0.6 mmol) afforded the title compound as viscous oil (94 mg, 57%). 1H NMR (DMSO) δ 1.34-1.41 (m, 2H), 1.62-1.71 (m, 6H), 2.78 (t, J=6.8Hz, 2H), 3.73 (s, 3H), 6.73 (d, J=8.6Hz, 1H), 7.53-7.63 (m, 5H), 7.98 (d, J=8.6Hz, 1H).